describe an organic reaction: reactants, conditions, products, and yield From a dataset of the Open Reaction Database (ORD), a public repository of structured organic reaction records. Reactants: CCOC(=O)c1sc(=NC)n(C)c1CBr, O=C([O-])[O-], [K+], [K+], NC1CCN(C(=O)OCc2ccccc2)CC1, CN(C)C=O. The product is CCOC(=O)c1sc(=NC)n(C)c1CNC1CCN(C(=O)OCc2ccccc2)CC1. As a reaction SMILES: [Br:1][CH2:2][c:3]1[n:4]([CH3:15])[c:5](=[N:13][CH3:14])[s:6][c:7]1[C:8](=[O:9])[O:10][CH2:11][CH3:12].[C:33](=[O:34])([O-:35])[O-:36].[K+:37].[K+:38].[NH2:16][CH:17]1[CH2:18][CH2:19][N:20]([C:23](=[O:24])[O:25][CH2:26][c:27]2[cH:28][cH:29][cH:30][cH:31][cH:32]2)[CH2:21][CH2:22]1.[O:39]=[CH:40][N:41]([CH3:42])[CH3:43]>>[CH2:2]([c:3]1[n:4]([CH3:15])[c:5](=[N:13][CH3:14])[s:6][c:7]1[C:8](=[O:9])[O:10][CH2:11][CH3:12])[NH:16][CH:17]1[CH2:18][CH2:19][N:20]([C:23](=[O:24])[O:25][CH2:26][c:27]2[cH:28][cH:29][cH:30][cH:31][cH:32]2)[CH2:21][CH2:22]1. Starting materials: Cl (HCl), ClC=1C=C(C=CC1)C(CNC(CC1=CC2=C(OC(O2)(C(=O)O)C(=O)O)C=C1)C)O (5-{2-[2-(3-chloro-phenyl)-2-hydroxy-ethylamino]-propyl}-benzo[1,3]dioxole-2,2-dicarboxylic acid), CC(CO)(C)[N+](=O)[O-] (2-methyl-2-nitropropanol), [K+].[Br-] (KBr). Yields the product CC(COC(=O)C1(OC2=C(O1)C=CC(=C2)C[C@@H](C)NC[C@H](O)C2=CC(=CC=C2)Cl)C(=O)OCC(C)([N+](=O)[O-])C)(C)[N+](=O)[O-] (5-{(2R)-2-[(2R)-2-(3-Chloro-phenyl)-2-hydroxy-ethylamino]-propyl}-benzo[1,3]dioxole-2,2-dicarboxylic aicd bis-(2-methyl-2-nitro-propyl) ester). RXN SMILES: [Cl:1][C:2]1[CH:3]=[C:4]([CH:8]([OH:29])[CH2:9][NH:10][CH:11]([CH3:28])[CH2:12][C:13]2[CH:27]=[CH:26][C:16]3[O:17][C:18]([C:23]([OH:25])=[O:24])([C:20]([OH:22])=[O:21])[O:19][C:15]=3[CH:14]=2)[CH:5]=[CH:6][CH:7]=1.[CH3:30][C:31]([N+:35]([O-:37])=[O:36])([CH3:34])[CH2:32]O.[K+].[Br-].Cl>>[CH3:30][C:31]([N+:35]([O-:37])=[O:36])([CH3:34])[CH2:32][O:24][C:23]([C:18]1([C:20]([O:22][CH2:30][C:31]([CH3:34])([N+:35]([O-:37])=[O:36])[CH3:32])=[O:21])[O:17][C:16]2[CH:26]=[CH:27][C:13]([CH2:12][C@H:11]([NH:10][CH2:9][C@@H:8]([C:4]3[CH:5]=[CH:6][CH:7]=[C:2]([Cl:1])[CH:3]=3)[OH:29])[CH3:28])=[CH:14][C:15]=2[O:19]1)=[O:25] |f:2.3|. Procedure: The title compound was prepared from 5-{2-[2-(3-chloro-phenyl)-2-hydroxy-ethylamino]-propyl}-benzo[1,3]dioxole-2,2-dicarboxylic acid and 2-methyl-2-nitropropanol according to the procedure of Example 1 as an off-white solid; 1H NMR (DMSO-d6,400 MHz) δ 0.78 (s, 12H, 4×CH3), 0.8-1.0 (m, 4H, CH2), 1-1.2 (m, 11H, cyclohexyl, CH3), 1.5-1.65 (m, 10 H, cyclohexyl), 2.6 (m, 1H, CH), 3-3.3 (m, 3H, CH, CH2), 3.4 (brs, 1H, CH), 4.04 (s, 4H, OCH2, OCH2), 5.05 (m, 1H, CH), 6.35 (d, J=4.17 Hz, 1H, OH), 6.83 (... Starting materials: C(=C)S(=O)(=O)[O-].[Na+] (sodium vinyl sulfonate), C(C=C)(=O)O (acrylic acid), solution, S(=O)(=O)([O-])OOS(=O)(=O)[O-].[Na+].[Na+] (sodium persulfate). Run in O (water). Conditions: temperature 95 celsius. Yields the product C(C=C)(=O)O.C(=C)S(=O)(=O)[O-].[Na+] (Acrylic Acid Sodium Vinyl Sulfonate). RXN SMILES: [CH:1]([S:3]([O-:6])(=[O:5])=[O:4])=[CH2:2].[Na+:7].S(OOS([O-])(=O)=O)([O-])(=O)=O.[Na+].[Na+].[C:20]([OH:24])(=[O:23])[CH:21]=[CH2:22]>O>[C:20]([OH:24])(=[O:23])[CH:21]=[CH2:22].[CH:1]([S:3]([O-:6])(=[O:5])=[O:4])=[CH2:2].[Na+:7] |f:0.1,2.3.4,7.8.9|. Reported procedure: A 1 liter round bottom flask equipped with a thermometer, agitator, condenser, nitrogen inlet tube, and slow addition funnels was charged with a solution of 10 g. water, 20.0 g. sodium vinyl sulfonate (as a 25% solution), 0.8 g. sodium persulfate, and 0.20 g. acrylic acid (Charge A). The contents were purged subsurface with nitrogen for 1 hour while heating to 95° C. The following charges were slowly and separately added over 4 hours: 94.8 g. acrylic acid and 60.0 g. isopropanol (99%) (Charge B)... Starting materials: BrCCCc1ccccc1, COC(=O)CC(C)=O, [Li]CCCC, [H-], [Na+], CN(C)C=O. The product is COC(=O)CC(=O)C=CCCc1ccccc1. Reaction SMILES: [Br:16][CH2:17][CH2:18][CH2:19][c:20]1[cH:21][cH:22][cH:23][cH:24][cH:25]1.[C:3]([CH2:4][C:5](=[O:6])[CH3:7])(=[O:8])[O:9][CH3:10].[CH2:11]([Li:12])[CH2:13][CH2:14][CH3:15].[H-:2].[Na+:1].[O:26]=[CH:27][N:28]([CH3:29])[CH3:30]>>[C:3]([CH2:4][C:5](=[O:6])[CH:7]=[CH:17][CH2:18][CH2:19][c:20]1[cH:21][cH:22][cH:23][cH:24][cH:25]1)(=[O:8])[O:9][CH3:10]. Reaction SMILES: [OH:1][C:2]1[CH:7]=[CH:6][C:5]([CH2:8][CH2:9][CH2:10][CH2:11][CH2:12][CH2:13][CH2:14][CH2:15][OH:16])=[CH:4][CH:3]=1.C(=O)([O-])[O-].[K+].[K+].[CH2:23](Br)[C:24]1[CH:29]=[CH:28][CH:27]=[CH:26][CH:25]=1>CC(C)=O>[CH2:23]([O:1][C:2]1[CH:3]=[CH:4][C:5]([CH2:8][CH2:9][CH2:10][CH2:11][CH2:12][CH2:13][CH2:14][CH2:15][OH:16])=[CH:6][CH:7]=1)[C:24]1[CH:29]=[CH:28][CH:27]=[CH:26][CH:25]=1 |f:1.2.3|. Starting materials: OC1=CC=C(C=C1)CCCCCCCCO (8-(4-hydroxyphenyl)octanol), C([O-])([O-])=O.[K+].[K+] (potassium carbonate), C(C1=CC=CC=C1)Br (benzyl bromide). Isolated yield 71.0%. Product: C(C1=CC=CC=C1)OC1=CC=C(C=C1)CCCCCCCCO (8-(4-benzyloxyphenyl)octanol). Procedure: A suspension comprising 3.0 g of 8-(4-hydroxyphenyl)octanol, 3.0 g of anhydrous potassium carbonate, 50 ml of dry acetone and 1.9 ml of benzyl bromide was heated under reflux for 16 hours. After the completion of the reaction, the potassium carbonate was filtered off and the filtrate was concentrated on an evaporator. The white solid thus obtained was precipitated from chloroform-hexane (1:4). As a result, 3.0 g of the desired compound was obtained (yield: 71%). Solvent: CC(=O)C (acetone). Reactants: Cl (hydrochloric acid), C(=O)OCC (Ethyl formate), ClC1=CC=C(C=C1)C(C)=O (4'-chloroacetophenone), C[O-].[Na+] (Sodium methoxide). Solvent: CCOCC (ether). Conditions: time 16 hour. The product is ClC1=CC=C(C=C1)C(CC=O)=O (3-[4-(chloro)phenyl]-propane-1,3-dione). Yield: 100.2%. As a reaction SMILES: [CH:1](OCC)=[O:2].[Cl:6][C:7]1[CH:12]=[CH:11][C:10]([C:13](=[O:15])[CH3:14])=[CH:9][CH:8]=1.C[O-].[Na+].Cl>CCOCC>[Cl:6][C:7]1[CH:12]=[CH:11][C:10]([C:13](=[O:15])[CH2:14][CH:1]=[O:2])=[CH:9][CH:8]=1 |f:2.3|. Reported procedure: Ethyl formate (8.15 g, 0.11 mol) and 4'-chloroacetophenone (15.4 g, 0.1 mol) were stirred in ether (150 mL) at room temperature. Sodium methoxide (25%) (23.77 g, 0.11 mol) was added dropwise. The mixture was stirred at room temperature for 16 hours and was then treated with 150 mL of 1N hydrochloric acid. The phases were separated and the ethereal solution washed with brine, dried over magnesium sulfate, filtered and concentrated in vacuo to afford 18.3 g of a yellow oil. The resulting crude mix... Starting materials: C#CC(CCC)Oc1cc2c(c(F)c1F)CC(C1CCC(CCC)CC1)CC2, CCN(CC)c1ccccc1, Cl. Product: CCCC1CCC(C2CCc3c4c(c(F)c(F)c3C2)OC(CCC)C=C4)CC1. As a reaction SMILES: [C:1](#[CH:2])[CH:3]([CH2:4][CH2:5][CH3:6])[O:7][c:8]1[cH:9][c:10]2[c:15]([c:16]([F:19])[c:17]1[F:18])[CH2:14][CH:13]([CH:20]1[CH2:21][CH2:22][CH:23]([CH2:26][CH2:27][CH3:28])[CH2:24][CH2:25]1)[CH2:12][CH2:11]2.[CH2:30]([N:31]([CH2:32][CH3:33])[c:34]1[cH:35][cH:36][cH:37][cH:38][cH:39]1)[CH3:40].[ClH:29]>>[CH:1]1=[CH:2][c:9]2[c:8]([c:17]([F:18])[c:16]([F:19])[c:15]3[c:10]2[CH2:11][CH2:12][CH:13]([CH:20]2[CH2:21][CH2:22][CH:23]([CH2:26][CH2:27][CH3:28])[CH2:24][CH2:25]2)[CH2:14]3)[O:7][CH:3]1[CH2:4][CH2:5][CH3:6]. The reactants are ClC=1C(=CC(=C(C(=O)OC)C1)F)OC1CCC(CC1)(F)F (methyl 5-chloro-4-((4,4-difluorocyclohexyl)oxy)-2-fluorobenzoate), C1(CC1)C=1C(=CC(=C(C(=O)OC)C1)F)OC1CCC2(CC2)CC1 (methyl 5-cyclopropyl-2-fluoro-4-(spiro[2.5]octan-6-yloxy)benzoate). The product is C1(CC1)C=1C(=CC(=C(C(=O)O)C1)F)OC1CCC2(CC2)CC1 (5-cyclopropyl-2-fluoro-4-(spiro[2.5]octan-6-yloxy)benzoic acid). As a reaction SMILES: ClC1C(OC2CCC(F)(F)CC2)=CC(F)=C(C=1)C(OC)=O.[CH:22]1([C:25]2[C:26]([O:36][CH:37]3[CH2:44][CH2:43][C:40]4([CH2:42][CH2:41]4)[CH2:39][CH2:38]3)=[CH:27][C:28]([F:35])=[C:29]([CH:34]=2)[C:30]([O:32]C)=[O:31])[CH2:24][CH2:23]1>>[CH:22]1([C:25]2[C:26]([O:36][CH:37]3[CH2:44][CH2:43][C:40]4([CH2:41][CH2:42]4)[CH2:39][CH2:38]3)=[CH:27][C:28]([F:35])=[C:29]([CH:34]=2)[C:30]([OH:32])=[O:31])[CH2:24][CH2:23]1. Procedure details: Following the procedure as described in Example 357 Step 6 and making non-critical variations to replace methyl 5-chloro-4-((4,4-difluorocyclohexyl)oxy)-2-fluorobenzoate with methyl 5-cyclopropyl-2-fluoro-4-(spiro[2.5]octan-6-yloxy)benzoate, the title compound was obtained as a colorless syrup that was carried forward without further purification (0.393 g, quant. yield).